Dataset: the Open Reaction Database (ORD), a public repository of structured organic reaction records. Task: describe an organic reaction: reactants, conditions, products, and yield Reactants: COc1ccc(Br)cc1C=O, ClC(Cl)Cl, O=C(OO)c1cccc(Cl)c1. Product: COc1ccc(Br)cc1O. As a reaction SMILES: [Br:1][c:2]1[cH:3][cH:4][c:5]([O:10][CH3:11])[c:6]([CH:7]=[O:8])[cH:9]1.[Cl:23][CH:24]([Cl:25])[Cl:26].[OH:12][O:13][C:14]([c:15]1[cH:16][c:17]([Cl:18])[cH:19][cH:20][cH:21]1)=[O:22]>>[Br:1][c:2]1[cH:3][cH:4][c:5]([O:10][CH3:11])[c:6]([OH:12])[cH:9]1. As a reaction SMILES: [Br:1][CH2:2][CH2:3][CH2:4][CH2:5][CH2:6][CH2:7][CH2:8][Br:9].[C:10]1(=[O:20])[c:11]2[c:12]([cH:16][cH:17][cH:18][cH:19]2)[C:13](=[O:15])[NH:14]1.[CH3:22][C:23](=[O:24])[CH3:25].[K:21]>>[CH2:2]([CH2:3][CH2:4][CH2:5][CH2:6][CH2:7][CH2:8][Br:9])[N:14]1[C:10](=[O:20])[c:11]2[c:12]([cH:16][cH:17][cH:18][cH:19]2)[C:13]1=[O:15]. Starting materials: BrCCCCCCCBr, O=C1NC(=O)c2ccccc21, CC(C)=O, [K]. The product is O=C1c2ccccc2C(=O)N1CCCCCCCBr. Reactants: Cc1[nH]c(C(=O)O)c(C)c1C#N, Cl, NC(=O)c1cc(Cl)nc(N2CCC(N)CC2)c1. Product: Cc1[nH]c(C(=O)NC2CCN(c3cc(C(N)=O)cc(Cl)n3)CC2)c(C)c1C#N. RXN SMILES: [C:19](#[N:20])[c:21]1[c:22]([CH3:30])[c:23]([C:27](=[O:28])[OH:29])[nH:24][c:25]1[CH3:26].[ClH:1].[NH2:2][CH:3]1[CH2:4][CH2:5][N:6]([c:9]2[cH:10][c:11]([C:12](=[O:13])[NH2:14])[cH:15][c:16]([Cl:18])[n:17]2)[CH2:7][CH2:8]1>>[NH:2]([CH:3]1[CH2:4][CH2:5][N:6]([c:9]2[cH:10][c:11]([C:12](=[O:13])[NH2:14])[cH:15][c:16]([Cl:18])[n:17]2)[CH2:7][CH2:8]1)[C:27]([c:23]1[c:22]([CH3:30])[c:21]([C:19]#[N:20])[c:25]([CH3:26])[nH:24]1)=[O:28].